From a dataset of the Open Reaction Database (ORD), a public repository of structured organic reaction records. describe an organic reaction: reactants, conditions, products, and yield Starting materials: 1,1-carbonyldiimidazole, O[C@@H](C(=O)O)C ((2R)-2-hydroxypropanoic acid), FC1=CC=C(C=C1)N1N=CC2=CC(=CC=C12)O[C@@H]([C@H](C)N)C1=CC(=CC=C1)OC ((1R,2S)-1-{[1-(4-fluorophenyl)-1H-indazol-5-yl]oxy}-1-(3-methoxyphenyl)propan-2-amine). Run in C1CCOC1 (THF), C1CCOC1 (THF). Conditions: time 1 hour. Yields the product FC1=CC=C(C=C1)N1N=CC2=CC(=CC=C12)O[C@@H]([C@H](C)NC([C@@H](C)O)=O)C1=CC(=CC=C1)OC ((2R)-N-[(1R,2S)-1-[1-(4-fluorophenyl)indazol-5-yl]oxy-1-(3-methoxyphenyl)propan-2-yl]-2-hydroxy-propanamide). As a reaction SMILES: [OH:1][C@H:2]([CH3:6])[C:3](O)=[O:4].[F:7][C:8]1[CH:13]=[CH:12][C:11]([N:14]2[C:22]3[C:17](=[CH:18][C:19]([O:23][C@H:24]([C:28]4[CH:33]=[CH:32][CH:31]=[C:30]([O:34][CH3:35])[CH:29]=4)[C@@H:25]([NH2:27])[CH3:26])=[CH:20][CH:21]=3)[CH:16]=[N:15]2)=[CH:10][CH:9]=1>C1COCC1>[F:7][C:8]1[CH:9]=[CH:10][C:11]([N:14]2[C:22]3[C:17](=[CH:18][C:19]([O:23][C@H:24]([C:28]4[CH:33]=[CH:32][CH:31]=[C:30]([O:34][CH3:35])[CH:29]=4)[C@@H:25]([NH:27][C:3](=[O:4])[C@H:2]([OH:1])[CH3:6])[CH3:26])=[CH:20][CH:21]=3)[CH:16]=[N:15]2)=[CH:12][CH:13]=1. Procedure: To a stirred solution of 1,1-carbonyldiimidazole (31 mg, 190 μmol) in THF (1 ml) was added (2R)-2-hydroxypropanoic acid (18 mg, 20 μmol) to give a colorless solution. The reaction mixture was stirred for 1 h at r.t. Then a solution of (1R,2S)-1-{[1-(4-fluorophenyl)-1H-indazol-5-yl]oxy}-1-(3-methoxyphenyl)propan-2-amine (6a, 39 mg, 100 μmol) in THF (0.5 ml) was added, and the stirring was continued at r.t. overnight. The solvent was removed in vacuo, the residue dissolved in acetonitrile/water mi...